Dataset: the Open Reaction Database (ORD), a public repository of structured organic reaction records. Task: describe an organic reaction: reactants, conditions, products, and yield The reactants are O=C(Cl)c1ccc(F)cc1, CCCN(CCC)C1CCc2oc3ccc(N)cc3c2C1. Product: Cl, CCCN(CCC)C1CCc2oc3ccc(NC(=O)c4ccc(F)cc4)cc3c2C1. As a reaction SMILES: [F:22][c:23]1[cH:24][cH:25][c:26]([C:27](=[O:28])[Cl:29])[cH:30][cH:31]1.[NH2:1][c:2]1[cH:3][cH:4][c:5]2[c:6]([c:7]3[c:8]([o:9]2)[CH2:10][CH2:11][CH:12]([N:14]([CH2:15][CH2:16][CH3:17])[CH2:18][CH2:19][CH3:20])[CH2:13]3)[cH:21]1>>[ClH:29].[NH:1]([c:2]1[cH:3][cH:4][c:5]2[c:6]([c:7]3[c:8]([o:9]2)[CH2:10][CH2:11][CH:12]([N:14]([CH2:15][CH2:16][CH3:17])[CH2:18][CH2:19][CH3:20])[CH2:13]3)[cH:21]1)[C:27]([c:26]1[cH:25][cH:24][c:23]([F:22])[cH:31][cH:30]1)=[O:28]. Reactants: O1C(CCCC1)ON (O-(tetrahydro-2H-pyran-2-yl)hydroxylamine), CCN=C=NCCCN(C)C (EDCI), C=1C=CC2=C(C1)N=NN2O (HOBt), ClC=1C=C(C=NC1NC1CCN(CC1)C(NC1=CC=C(C=C1)Cl)=O)C=CC(=O)O (3-{5-Chloro-6-[1-(4-chlorophenylcarbamoyl)-piperidin-4-ylamino]-pyridin-3-yl}-acrylic acid). Run in CCOC(=O)C (AcOEt), O (water), CN(C)C=O (DMF). Run at temperature 23 celsius, time 8 hour. The product is ClC=1C(=NC=C(C1)\C=C\C(NOC1OCCCC1)=O)NC1CCN(CC1)C(=O)NC1=CC=C(C=C1)Cl (4-[(3-chloro-5-{(1E)-3-oxo-3-[(tetrahydro-2H-pyran-2-yloxy)amino]-1-propen-1-yl}-2-pyridyl)amino]-N-(4-chlorophenyl)-1-piperidinecarboxamide). Isolated yield 81.1%. RXN SMILES: [Cl:1][C:2]1[CH:3]=[C:4]([CH:25]=[CH:26][C:27](O)=[O:28])[CH:5]=[N:6][C:7]=1[NH:8][CH:9]1[CH2:14][CH2:13][N:12]([C:15](=[O:24])[NH:16][C:17]2[CH:22]=[CH:21][C:20]([Cl:23])=[CH:19][CH:18]=2)[CH2:11][CH2:10]1.[O:30]1[CH2:35][CH2:34][CH2:33][CH2:32][CH:31]1[O:36][NH2:37].CCN=C=NCCCN(C)C.C1C=CC2N(O)N=NC=2C=1>CN(C=O)C.CCOC(C)=O.O>[Cl:1][C:2]1[C:7]([NH:8][CH:9]2[CH2:14][CH2:13][N:12]([C:15]([NH:16][C:17]3[CH:18]=[CH:19][C:20]([Cl:23])=[CH:21][CH:22]=3)=[O:24])[CH2:11][CH2:10]2)=[N:6][CH:5]=[C:4](/[CH:25]=[CH:26]/[C:27](=[O:28])[NH:37][O:36][CH:31]2[CH2:32][CH2:33][CH2:34][CH2:35][O:30]2)[CH:3]=1. Procedure: To a suspension of crude 3-{5-Chloro-6-[1-(4-chlorophenylcarbamoyl)-piperidin-4-ylamino]-pyridin-3-yl}-acrylic acid (247 mg) in DMF (3 ml) was added O-(tetrahydro-2H-pyran-2-yl)hydroxylamine (73.1 mg), EDCI (96.9 mg), HOBt (84.3 mg,), the mixture was stirred at 23° C. for 8 hours. The mixed solution was poured into a mixture of water (20 ml) and AcOEt (20 ml). The organic layer was separated, washed with water twice and brine, dried over sodium sulfate and concentrated in vacuo. The residue was ...